From a dataset of the Open Reaction Database (ORD), a public repository of structured organic reaction records. describe an organic reaction: reactants, conditions, products, and yield The yield is 70.4%. As a reaction SMILES: [NH2:1][C:2]1[C:3]([CH3:37])=[C:4]([CH3:36])[C:5]2[O:9][C:8]([CH2:11][N:12]3[CH2:17][CH2:16][CH:15]([C:18]([NH:20][CH:21]([C:28]4[CH:33]=[CH:32][CH:31]=[CH:30][CH:29]=4)[C:22]4[CH:27]=[CH:26][CH:25]=[CH:24][CH:23]=4)=O)[CH2:14][CH2:13]3)([CH3:10])[CH2:7][C:6]=2[C:34]=1[CH3:35].Cl>O1CCCC1>[NH2:1][C:2]1[C:3]([CH3:37])=[C:4]([CH3:36])[C:5]2[O:9][C:8]([CH2:11][N:12]3[CH2:17][CH2:16][CH:15]([CH2:18][NH:20][CH:21]([C:22]4[CH:23]=[CH:24][CH:25]=[CH:26][CH:27]=4)[C:28]4[CH:29]=[CH:30][CH:31]=[CH:32][CH:33]=4)[CH2:14][CH2:13]3)([CH3:10])[CH2:7][C:6]=2[C:34]=1[CH3:35]. Procedure: To a solution of 1-[(5-amino-2,3-dihydro-2,4,6,7-tetramethylbenzofuran-2-yl)methyl]-N-(diphenylmethyl)-4-piperidinecarboxamide (1.3 g) in tetrahydrofuran (20 mL) was added 17 mL of 1 M borane tetrahydrofuran complex solution in tetrahydrofuran with ice-cooling and the mixture was refluxed under nitrogen gas for 23 hours. After this reaction mixture was cooled with ice, 12 mL of 5N-hydrochloric acid was added dropwise and the mixture was concentrated under reduced pressure. The residue was neutra... The solvent is O1CCCC1 (tetrahydrofuran), O1CCCC1 (tetrahydrofuran). The reactants are NC=1C(=C(C2=C(CC(O2)(C)CN2CCC(CC2)C(=O)NC(C2=CC=CC=C2)C2=CC=CC=C2)C1C)C)C (1-[(5-amino-2,3-dihydro-2,4,6,7-tetramethylbenzofuran-2-yl)methyl]-N-(diphenylmethyl)-4-piperidinecarboxamide), Cl (hydrochloric acid). Product: NC=1C(=C(C2=C(CC(O2)(C)CN2CCC(CC2)CNC(C2=CC=CC=C2)C2=CC=CC=C2)C1C)C)C (1-[(5-amino-2,3-dihydro-2,4,6,7-tetramethylbenzofuran-2-yl)methyl]-N-(diphenylmethyl)-4-piperidinemethylamine). Reactants: [H-].[Na+] (Sodium hydride), O\N=C(/C(=O)OCC)\C1=CC=C(C=C1)OC (ethyl Z-2-hydroxyimino-2-(4-methoxyphenyl)acetate), ClCC1=CC=C(OCC=2N=C(OC2C)C2=CC=CC=C2)C=C1 (4-(4-chloromethylphenoxymethyl)-5-methyl-2-phenyloxazole), Cl (HCl), C([O-])(O)=O.[Na+] (sodium bicarbonate). The solvent is CN(C=O)C (N,N-dimethylformamide). Conditions: time 1 hour. Product: COC1=CC=C(C=C1)/C(/C(=O)OCC)=N/OCC1=CC=C(C=C1)OCC=1N=C(OC1C)C1=CC=CC=C1 (ethyl Z-2-(4-methoxyphenyl)-2-[4-(5-methyl-2-phenyl-4-oxazolylmethoxy)benzyloxyimino]acetate). The yield is 94.1%. Reaction SMILES: [H-].[Na+].[OH:3]/[N:4]=[C:5](/[C:11]1[CH:16]=[CH:15][C:14]([O:17][CH3:18])=[CH:13][CH:12]=1)\[C:6]([O:8][CH2:9][CH3:10])=[O:7].Cl[CH2:20][C:21]1[CH:40]=[CH:39][C:24]([O:25][CH2:26][C:27]2[N:28]=[C:29]([C:33]3[CH:38]=[CH:37][CH:36]=[CH:35][CH:34]=3)[O:30][C:31]=2[CH3:32])=[CH:23][CH:22]=1.Cl.C(=O)(O)[O-].[Na+]>CN(C)C=O>[CH3:18][O:17][C:14]1[CH:13]=[CH:12][C:11](/[C:5](=[N:4]/[O:3][CH2:20][C:21]2[CH:22]=[CH:23][C:24]([O:25][CH2:26][C:27]3[N:28]=[C:29]([C:33]4[CH:38]=[CH:37][CH:36]=[CH:35][CH:34]=4)[O:30][C:31]=3[CH3:32])=[CH:39][CH:40]=2)/[C:6]([O:8][CH2:9][CH3:10])=[O:7])=[CH:16][CH:15]=1 |f:0.1,5.6|. Procedure: Sodium hydride (60% in oil, 127 mg) was added under a nitrogen atmosphere to a solution of ethyl Z-2-hydroxyimino-2-(4-methoxyphenyl)acetate (711 mg) and 4-(4-chloromethylphenoxymethyl)-5-methyl-2-phenyloxazole (1.00 g) in N,N-dimethylformamide (10 ml) at room temperature and the mixture was stirred for 1 hour. After adding 1N HCl (5 ml), aqueous sodium bicarbonate was added, and then the mixture was extracted with ethyl acetate. The ethyl acetate layer was washed with saturated aqueous sodium c...